Dataset: the Open Reaction Database (ORD), a public repository of structured organic reaction records. Task: describe an organic reaction: reactants, conditions, products, and yield Reactants: C=C(CO[Si](C)(C)C(C)(C)C)C(=O)N1CCC(Oc2cc3c(Nc4ccc(Cl)c(Cl)c4F)ncnc3cc2OC)CC1, C1CCOC1. Yields the product C=C(CO)C(=O)N1CCC(Oc2cc3c(Nc4ccc(Cl)c(Cl)c4F)ncnc3cc2OC)CC1. As a reaction SMILES: [C:1]([Si:2]([CH3:3])([CH3:4])[O:6][CH2:7][C:8]([C:9](=[O:10])[N:11]1[CH2:12][CH2:13][CH:14]([O:17][c:18]2[cH:19][c:20]3[c:21]([NH:30][c:31]4[c:32]([F:39])[c:33]([Cl:38])[c:34]([Cl:37])[cH:35][cH:36]4)[n:22][cH:23][n:24][c:25]3[cH:26][c:27]2[O:28][CH3:29])[CH2:15][CH2:16]1)=[CH2:40])([CH3:5])([CH3:41])[CH3:42].[O:43]1[CH2:44][CH2:45][CH2:46][CH2:47]1>>[OH:6][CH2:7][C:8]([C:9](=[O:10])[N:11]1[CH2:12][CH2:13][CH:14]([O:17][c:18]2[cH:19][c:20]3[c:21]([NH:30][c:31]4[c:32]([F:39])[c:33]([Cl:38])[c:34]([Cl:37])[cH:35][cH:36]4)[n:22][cH:23][n:24][c:25]3[cH:26][c:27]2[O:28][CH3:29])[CH2:15][CH2:16]1)=[CH2:40]. The reactants are N#Cc1ccc(N(Cc2ccc(OCc3ccccc3)c(C(F)(F)F)c2)n2cnnc2)cc1, C1CCOC1, CCO, CC#N. Product: N#Cc1ccc(N(Cc2ccc(O)c(C(F)(F)F)c2)n2cnnc2)cc1. Reaction SMILES: [CH2:1]([c:2]1[cH:3][cH:4][cH:5][cH:6][cH:7]1)[O:8][c:9]1[c:10]([C:30]([F:31])([F:32])[F:33])[cH:11][c:12]([CH2:13][N:14]([c:15]2[cH:16][cH:17][c:18]([C:19]#[N:20])[cH:21][cH:22]2)[n:23]2[cH:24][n:25][n:26][cH:27]2)[cH:28][cH:29]1.[CH2:37]1[O:38][CH2:39][CH2:40][CH2:41]1.[CH3:34][CH2:35][OH:36].[CH3:42][C:43]#[N:44]>>[OH:8][c:9]1[c:10]([C:30]([F:31])([F:32])[F:33])[cH:11][c:12]([CH2:13][N:14]([c:15]2[cH:16][cH:17][c:18]([C:19]#[N:20])[cH:21][cH:22]2)[n:23]2[cH:24][n:25][n:26][cH:27]2)[cH:28][cH:29]1. The reactants are C(C)OC=1C(C(C1OCC)=O)=O (3,4-diethoxy-3-cyclobutene-1,2-dione), CC(CC)(C)N (1,1-dimethyl-propylamine). The solvent is C1CCOC1 (THF). Run at time 8 hour. Product: C(C)OC=1C(C(C1NC(CC)(C)C)=O)=O (3-Ethoxy-4-(1,1-dimethyl-propylamino)-cyclobut-3-ene-1,2-dione). The yield is 100.0%. As a reaction SMILES: C(O[C:4]1[C:5](=[O:12])[C:6](=[O:11])[C:7]=1[O:8][CH2:9][CH3:10])C.[CH3:13][C:14]([NH2:18])([CH3:17])[CH2:15][CH3:16]>C1COCC1>[CH2:9]([O:8][C:7]1[C:6](=[O:11])[C:5](=[O:12])[C:4]=1[NH:18][C:14]([CH3:17])([CH3:13])[CH2:15][CH3:16])[CH3:10]. Procedure details: To a room temperature solution of 4.9 g (29 mmol) of 3,4-diethoxy-3-cyclobutene-1,2-dione and 50 mL of THF was added 2.5 g (34 mmol) of 1,1-dimethyl-propylamine. After stirring at room temperature overnight, the reaction mixture was evaporated to a yellow oil. Trituration with Et2O and filtration gave 6.2 g (20 mmol, a 100% yield) of the title compound as a white solid: mp: 78-80° C.; 1H NMR: (300 MHz, DMSO-d6): δ 0.91 and 1.47 (t, J=7.5 Hz, 3H, rotamers), 1.36-1.97 (m, 6H), 4.70-4.92 (m, 2H), 5... Yields the product CC(C)N1C(CCCC1)CO (1-(2-Propyl)-2-piperidinemethanol). Reactants: N1=C(C=CC=C1)CO (pyridine-2-methanol), IC(C)C (2-iodopropane), [BH4-].[Na+] (sodium borohydride). Reaction SMILES: [N:1]1[CH:6]=[CH:5][CH:4]=[CH:3][C:2]=1[CH2:7][OH:8].I[CH:10]([CH3:12])[CH3:11].[BH4-].[Na+]>CO.O>[CH3:11][CH:10]([N:1]1[CH2:6][CH2:5][CH2:4][CH2:3][CH:2]1[CH2:7][OH:8])[CH3:12] |f:2.3,4.5|. Run in CO.O (methanol water), mixture. Yield: 12.9%. Reaction conditions: time 3 hour. Reported procedure: In a closed stainless steel tube were heated pyridine-2-methanol (3.27 g, 30 mmol) and 2-iodopropane (3.59 ml, 36 mmol) at 120° C. for 20 hours. A reaction product was dissolved in a methanol-water (10:1) mixture 23 ml) followed by addition of sodium borohydride (1.14 g, 30 mmol). After stirring at room temperature for 3 hours, a reaction solution was concentrated to dryness. To the residue was added water followed by extraction with ethyl acetate. The organic layer was dried over anhydrous magn...